Dataset: the Open Reaction Database (ORD), a public repository of structured organic reaction records. Task: describe an organic reaction: reactants, conditions, products, and yield Starting materials: C[Si](CCOCCl)(C)C (2-(trimethylsilyl)ethoxymethyl chloride), solution, CC(=O)C=1C=CC(=CC1)O (4-hydroxyacetophenone), C(C)(C)N(CC)C(C)C (diisopropyl ethylamine). Run in ClCCl (dichloromethane). Conditions: time 4 hour. Product: C[Si](CCOCOC1=CC=C(C=C1)C(C)=O)(C)C (1-[4-(2-Trimethylsilanylethoxymethoxy)phenyl]ethanone). As a reaction SMILES: [CH3:1][C:2]([C:4]1[CH:5]=[CH:6][C:7]([OH:10])=[CH:8][CH:9]=1)=[O:3].C(N(C(C)C)CC)(C)C.[CH3:20][Si:21]([CH3:28])([CH3:27])[CH2:22][CH2:23][O:24][CH2:25]Cl>ClCCl>[CH3:20][Si:21]([CH3:28])([CH3:27])[CH2:22][CH2:23][O:24][CH2:25][O:10][C:7]1[CH:8]=[CH:9][C:4]([C:2](=[O:3])[CH3:1])=[CH:5][CH:6]=1. Procedure: While 30 mL solution of 2.72 g 4-hydroxyacetophenone and 5.2 mL diisopropyl ethylamine in dichloromethane was stirred under ice-cooling in a stream of nitrogen, 4.2 mL 2-(trimethylsilyl)ethoxymethyl chloride was added thereto. Then, the reaction solution was stirred at room temperature for 4 hours. The reaction solution was evaporated, then ethyl acetate and water were added to the residue, the organic layer was separated, washed with brine and dried over anhydrous sodium sulfate. The drying age... Starting materials: C1(CC1)C=1C(=CC(=NC1)C(=O)O)OCC1CC1 (5-Cyclopropyl-4-cyclopropylmethoxy-pyridine-2-carboxylic acid), CC(C(C=1SC=CN1)N)(C)C (2,2-Dimethyl-1-thiazol-2-yl-propylamine). Yields the product CC(C(C=1SC=CN1)NC(=O)C1=NC=C(C(=C1)OCC1CC1)C1CC1)(C)C (5-Cyclopropyl-4-cyclopropylmethoxy-pyridine-2-carboxylic acid (2,2-dimethyl-1-thiazol-2-yl-propyl)-amide). RXN SMILES: [CH:1]1([C:4]2[C:5]([O:13][CH2:14][CH:15]3[CH2:17][CH2:16]3)=[CH:6][C:7]([C:10]([OH:12])=O)=[N:8][CH:9]=2)[CH2:3][CH2:2]1.[CH3:18][C:19]([CH3:28])([CH3:27])[CH:20]([NH2:26])[C:21]1[S:22][CH:23]=[CH:24][N:25]=1>>[CH3:18][C:19]([CH3:28])([CH3:27])[CH:20]([NH:26][C:10]([C:7]1[CH:6]=[C:5]([O:13][CH2:14][CH:15]2[CH2:17][CH2:16]2)[C:4]([CH:1]2[CH2:2][CH2:3]2)=[CH:9][N:8]=1)=[O:12])[C:21]1[S:22][CH:23]=[CH:24][N:25]=1. Procedure details: The title compound was synthesized in analogy to Example 24d, using 5-Cyclopropyl-4-cyclopropylmethoxy-pyridine-2-carboxylic acid (Example 42c) and 2,2-Dimethyl-1-thiazol-2-yl-propylamine (CAN 1247122-26-4) as starting materials and isolated (15 mg, 26%) as white solid; MS (ESI, m/z): 386.4 (M+H+).